This data is from the Open Reaction Database (ORD), a public repository of structured organic reaction records. The task is: describe an organic reaction: reactants, conditions, products, and yield Starting materials: O=C([O-])[O-], C1COCCN1, [Cs+], [Cs+], CNC(=O)c1cc(F)ccc1[N+](=O)[O-], CN(C)C=O. The product is CNC(=O)c1cc(N2CCOCC2)ccc1[N+](=O)[O-]. Reaction SMILES: [C:21](=[O:22])([O-:23])[O-:24].[CH2:15]1[CH2:16][O:17][CH2:18][CH2:19][NH:20]1.[Cs+:25].[Cs+:26].[F:1][c:2]1[cH:3][cH:4][c:5]([N+:12](=[O:13])[O-:14])[c:6]([C:7](=[O:8])[NH:9][CH3:10])[cH:11]1.[O:27]=[CH:28][N:29]([CH3:30])[CH3:31]>>[c:2]1([N:20]2[CH2:15][CH2:16][O:17][CH2:18][CH2:19]2)[cH:3][cH:4][c:5]([N+:12](=[O:13])[O-:14])[c:6]([C:7](=[O:8])[NH:9][CH3:10])[cH:11]1. The reactants are CN1C(=O)N(C(=O)CC1=O)C1CCCCC1 (1-methyl-3-cyclohexylbarbituric acid), O (water), P(=O)(Cl)(Cl)Cl (phosphorus oxychloride). The solvent is ice water, C(Cl)(Cl)Cl (chloroform). Run at time 1 hour. Yields the product CN1C(=O)N(C(=O)C=C1Cl)C1CCCCC1 (1-methyl-3-cyclohexyl-6-chlorouracil). RXN SMILES: [CH3:1][N:2]1[C:9](=O)[CH2:8][C:6](=[O:7])[N:5]([CH:11]2[CH2:16][CH2:15][CH2:14][CH2:13][CH2:12]2)[C:3]1=[O:4].O.P(Cl)(Cl)([Cl:20])=O>C(Cl)(Cl)Cl>[CH3:1][N:2]1[C:9]([Cl:20])=[CH:8][C:6](=[O:7])[N:5]([CH:11]2[CH2:16][CH2:15][CH2:14][CH2:13][CH2:12]2)[C:3]1=[O:4]. Procedure details: 35 g of 1-methyl-3-cyclohexylbarbituric acid is admixed with 15 ml of water and, then, 150 ml of phosphorus oxychloride is added. The reaction mixture is boiled for 1 hour, after which it is poured in ice-water, whereupon 35 g (dry weight) of yellow crystals are obtained. The crystals are dissolved in a small amount of chloroform and chromatographed on a column of silica gel (400 g). The first fraction is collected and concentrated to dryness. By the above procedure is obtained 14 g of 1-methyl-... The reactants are CS(=O)(=O)C1=CC=C(O1)CN1N=CC(=N1)[N+](=O)[O-] (2-(5-methanesulfonyl-furan-2-ylmethyl)-4-nitro-2H-[1,2,3]triazole), [NH4+].[Cl-] (NH4Cl), N#N (N2). The reagents and catalysts are [Fe] (iron). Solvent: CCO (EtOH), O (water). Conditions: temperature 85 celsius, time 30 minute. The product is CS(=O)(=O)C1=CC=C(O1)CN1N=CC(=N1)N (2-(5-Methanesulfonyl-furan-2-ylmethyl)-2H-[1,2,3]triazol-4-ylamine). RXN SMILES: N#N.[CH3:3][S:4]([C:7]1[O:11][C:10]([CH2:12][N:13]2[N:17]=[C:16]([N+:18]([O-])=O)[CH:15]=[N:14]2)=[CH:9][CH:8]=1)(=[O:6])=[O:5].[NH4+].[Cl-]>CCO.O.[Fe]>[CH3:3][S:4]([C:7]1[O:11][C:10]([CH2:12][N:13]2[N:17]=[C:16]([NH2:18])[CH:15]=[N:14]2)=[CH:9][CH:8]=1)(=[O:6])=[O:5] |f:2.3|. Procedure: In a flame dried round-bottomed flask equipped with a magnetic stir bar and under inert atmosphere (N2), a mixture of 2-(5-methanesulfonyl-furan-2-ylmethyl)-4-nitro-2H-[1,2,3]triazole (62 mg, 0.23 mmol), iron powder (39 mg, 0.68 mmol) and NH4Cl (62 mg, 1.14 mmol) in a mixture of EtOH (1.0 mL) and water (0.5 mL) was stirred at 85° C. for 30 min. The reaction mixture was filtered while hot and concentrated under reduced pressure. CH2Cl2 (10 mL) was added followed by water (10 mL). The aq. layer wa... Starting materials: O.C1(=CC=C(C=C1)S(=O)(=O)N1[C@H](C(=O)O)CCC1)C (N-(Toluene-4-sulfonyl)-L-proline hydrate), methyl ester, [Li+].[OH-] (LiOH), Cl.COC([C@@H](N)CCCCNC(=O)OC(C)(C)C)=O (Nε-Boc-lysine methyl ester hydrochloride). Solvent: C1CCOC1.O (THF water). Product: C1(=CC=C(C=C1)S(=O)(=O)N1[C@H](C(=O)N[C@@H](CCCCNC(=O)OC(C)(C)C)C(=O)O)CCC1)C (N-(Toluene-4-sulfonyl)-L-prolyl-Nε-(tert-butoxycarbonyl)-L-lysine). As a reaction SMILES: O.[C:2]1([CH3:19])[CH:7]=[CH:6][C:5]([S:8]([N:11]2[CH2:18][CH2:17][CH2:16][C@H:12]2[C:13]([OH:15])=O)(=[O:10])=[O:9])=[CH:4][CH:3]=1.Cl.C[O:22][C:23](=[O:38])[C@H:24]([CH2:26][CH2:27][CH2:28][CH2:29][NH:30][C:31]([O:33][C:34]([CH3:37])([CH3:36])[CH3:35])=[O:32])[NH2:25].[Li+].[OH-]>C1COCC1.O>[C:2]1([CH3:19])[CH:3]=[CH:4][C:5]([S:8]([N:11]2[CH2:18][CH2:17][CH2:16][C@H:12]2[C:13]([NH:25][C@H:24]([C:23]([OH:38])=[O:22])[CH2:26][CH2:27][CH2:28][CH2:29][NH:30][C:31]([O:33][C:34]([CH3:35])([CH3:36])[CH3:37])=[O:32])=[O:15])(=[O:9])=[O:10])=[CH:6][CH:7]=1 |f:0.1,2.3,4.5,6.7|. Procedure details: N-(Toluene-4-sulfonyl)-L-proline hydrate was coupled to Nε-Boc-lysine methyl ester hydrochloride using the procedure described in Method 3. The title compound was prepared via hydrolysis of the methyl ester using LiOH in THF/water. Starting materials: O (Water), COC(=O)C1CNC1 (methylazetidine-3-carboxylate), BrCC1=C(C=C(C=C1)C(F)(F)F)C(F)(F)F (1-(bromomethyl)-2,4-bis(trifluoromethyl)benzene), C([O-])([O-])=O.[K+].[K+] (potassium carbonate). Solvent: CN(C)C=O (DMF). Reaction conditions: time 8 hour. Product: FC(C1=C(CN2CC(C2)C(=O)OC)C=CC(=C1)C(F)(F)F)(F)F (methyl 1-[2,4-bis(trifluoromethyl)benzyl]azetidine-3-carboxylate). Yield: 36.9%. Reaction SMILES: [CH3:1][O:2][C:3]([CH:5]1[CH2:8][NH:7][CH2:6]1)=[O:4].Br[CH2:10][C:11]1[CH:16]=[CH:15][C:14]([C:17]([F:20])([F:19])[F:18])=[CH:13][C:12]=1[C:21]([F:24])([F:23])[F:22].C(=O)([O-])[O-].[K+].[K+].O>CN(C=O)C>[F:22][C:21]([F:23])([F:24])[C:12]1[CH:13]=[C:14]([C:17]([F:20])([F:18])[F:19])[CH:15]=[CH:16][C:11]=1[CH2:10][N:7]1[CH2:8][CH:5]([C:3]([O:2][CH3:1])=[O:4])[CH2:6]1 |f:2.3.4|. Procedure: To a solution of methylazetidine-3-carboxylate (5 g) and 1-(bromomethyl)-2,4-bis(trifluoromethyl)benzene (13.3 g) in DMF (100 mL) was added potassium carbonate (7.20 g) at room temperature. The reaction mixture was stirred at room temperature overnight. Water was added to the reaction mixture, and the mixture was extracted with ethyl acetate. The extract was washed with water and saturated brine, and dried over anhydrous magnesium sulfate, and the solvent was evaporated under reduced pressure. T... Reactants: CC(C)(C)OC(=O)NC1CCC(N=[N+]=[N-])CC1, CCOC(C)=O. The product is CC(C)(C)OC(=O)NC1CCC(N)CC1. RXN SMILES: [C:1]([CH3:2])([CH3:3])([CH3:4])[O:5][C:6](=[O:7])[NH:8][CH:9]1[CH2:10][CH2:11][CH:12]([N:15]=[N+:16]=[N-:17])[CH2:13][CH2:14]1.[CH3:18][CH2:19][O:20][C:21](=[O:22])[CH3:23]>>[C:1]([CH3:2])([CH3:3])([CH3:4])[O:5][C:6](=[O:7])[NH:8][CH:9]1[CH2:10][CH2:11][CH:12]([NH2:15])[CH2:13][CH2:14]1.